This data is from the Open Reaction Database (ORD), a public repository of structured organic reaction records. The task is: describe an organic reaction: reactants, conditions, products, and yield Starting materials: [Cl-].ClC(C[N+](C)(C)C)=O (2-chloro-N,N,N-trimethyl-2-oxoethanaminium chloride), CC1=C(NC(=C1)C)\C=C\1/C(N(C2=CC=CC=C12)CO)=O ((3Z)-3-[(3,5-dimethyl-1H-pyrrol-2-yl)-methylidene]-1-(hydroxymethyl)-1,3-dihydro-2H-indol-2-one). The product is [Cl-].CC1=C(NC(=C1)C)\C=C\1/C(N(C2=CC=CC=C12)COC(C[N+](C)(C)C)=O)=O (2-({(3Z)-3-[(3,5-dimethyl-1H-pyrrol-2-yl)methylidene]-2-oxo-2,3-dihydro-1H-indol-1-yl}methoxy)-N,N,N-trimethyl-2-oxoethanaminium chloride). Reaction SMILES: [Cl-].[Cl:2][C:3](=[O:9])[CH2:4][N+:5]([CH3:8])([CH3:7])[CH3:6].[CH3:10][C:11]1[CH:15]=[C:14]([CH3:16])[NH:13][C:12]=1/[CH:17]=[C:18]1\[C:19](=[O:29])[N:20]([CH2:27][OH:28])[C:21]2[C:26]\1=[CH:25][CH:24]=[CH:23][CH:22]=2>>[Cl-:2].[CH3:10][C:11]1[CH:15]=[C:14]([CH3:16])[NH:13][C:12]=1/[CH:17]=[C:18]1\[C:19](=[O:29])[N:20]([CH2:27][O:28][C:3](=[O:9])[CH2:4][N+:5]([CH3:8])([CH3:7])[CH3:6])[C:21]2[C:26]\1=[CH:25][CH:24]=[CH:23][CH:22]=2 |f:0.1,3.4|. Procedure: Following the procedure of Example 2, the title compound was prepared from 2-chloro-N,N,N-trimethyl-2-oxoethanaminium chloride and (3Z)-3-[(3,5-dimethyl-1H-pyrrol-2-yl)-methylidene]-1-(hydroxymethyl)-1,3-dihydro-2H-indol-2-one (1).